Dataset: the Open Reaction Database (ORD), a public repository of structured organic reaction records. Task: describe an organic reaction: reactants, conditions, products, and yield Reaction SMILES: Cl[C:2]1[N:3]=[C:4]([N:22]2[CH2:27][CH2:26][O:25][CH2:24][CH2:23]2)[C:5]2[CH:10]=[C:9]([CH2:11][N:12]3[CH2:17][CH2:16][N:15]([S:18]([CH3:21])(=[O:20])=[O:19])[CH2:14][CH2:13]3)[S:8][C:6]=2[N:7]=1.[Cl:28][C:29]1[C:30]([NH2:44])=[N:31][CH:32]=[C:33](B2OC(C)(C)C(C)(C)O2)[CH:34]=1>>[Cl:28][C:29]1[C:30]([NH2:44])=[N:31][CH:32]=[C:33]([C:2]2[N:3]=[C:4]([N:22]3[CH2:27][CH2:26][O:25][CH2:24][CH2:23]3)[C:5]3[CH:10]=[C:9]([CH2:11][N:12]4[CH2:17][CH2:16][N:15]([S:18]([CH3:21])(=[O:19])=[O:20])[CH2:14][CH2:13]4)[S:8][C:6]=3[N:7]=2)[CH:34]=1. Yields the product ClC=1C(=NC=C(C1)C=1N=C(C2=C(N1)SC(=C2)CN2CCN(CC2)S(=O)(=O)C)N2CCOCC2)N (3-chloro-5-(6-((4-(methylsulfonyl)piperazin-1-yl)methyl)-4-morpholinothieno[2,3-d]pyrimidin-2-yl)pyridin-2-amine). The yield is 89.8%. Reactants: ClC=1N=C(C2=C(N1)SC(=C2)CN2CCN(CC2)S(=O)(=O)C)N2CCOCC2 (4-(2-chloro-6-((4-(methylsulfonyl)piperazin-1-yl)methyl)thieno[2,3-d]pyrimidin-4-yl)morpholine), ClC=1C(=NC=C(C1)B1OC(C(O1)(C)C)(C)C)N (3-chloro-5-(4,4,5,5-tetramethyl-1,3,2-dioxaborolan-2-yl)pyridin-2-amine). Procedure: 4-(2-chloro-6-((4-(methylsulfonyl)piperazin-1-yl)methyl)thieno[2,3-d]pyrimidin-4-yl)morpholine (0.8 g, 1.7 mmol) was reacted with 3-chloro-5-(4,4,5,5-tetramethyl-1,3,2-dioxaborolan-2-yl)pyridin-2-amine (0.6 g) according to General Procedure Suzuki to provide 376 (0.8 g) following silica gel purification (0-15% MeOH in CH2Cl2) MS (Q1) 524 (M)+. The reactants are C(C)(C)(C)OC(C(CC)(CC)C#N)=O (2-cyano-2-ethylbutyric acid tert-butyl ester), N (ammonia). The reagents and catalysts are [Ni] (Raney nickel). Run in C(C)O (ethanol). The product is C(C)(C)(C)OC(C(CC)(CC)CN)=O (2-aminomethyl-2-ethylbutyric acid tert-butyl ester). RXN SMILES: [C:1]([O:5][C:6](=[O:14])[C:7]([C:12]#[N:13])([CH2:10][CH3:11])[CH2:8][CH3:9])([CH3:4])([CH3:3])[CH3:2].N>C(O)C.[Ni]>[C:1]([O:5][C:6](=[O:14])[C:7]([CH2:12][NH2:13])([CH2:10][CH3:11])[CH2:8][CH3:9])([CH3:2])([CH3:4])[CH3:3]. Procedure: 29.21 g of 2-cyano-2-ethylbutyric acid tert-butyl ester, dissolved in 300 ml of ethanol, which contains 4% ammonia, are hydrogenated under normal pressure at 40° in the presence of 6 g of Raney nickel. After separating off from the catalyst, the batch is concentrated by evaporation in vacuo and the liquid that remains is distilled in vacuo to yield 2-aminomethyl-2-ethylbutyric acid tert-butyl ester, boiling point 65° at 0.6 mbar. Starting materials: CC(=O)OC(C)=O, CC12C3CCC(C3)C1COC2O, c1ccncc1. Product: CC(=O)OC1OCC2C3CCC(C3)C12C. RXN SMILES: [CH3:13][C:14](=[O:15])[O:16][C:17](=[O:18])[CH3:19].[CH3:1][C:2]12[CH:3]3[CH2:4][CH2:5][CH:6]([CH:7]1[CH2:8][O:9][CH:10]2[OH:11])[CH2:12]3.[cH:20]1[cH:21][cH:22][n:23][cH:24][cH:25]1>>[CH3:1][C:2]12[CH:3]3[CH2:4][CH2:5][CH:6]([CH:7]1[CH2:8][O:9][CH:10]2[O:11][C:14]([CH3:13])=[O:15])[CH2:12]3. Reactants: C(#N)C1=CC=C(C=O)C=C1 (4-cyanobenzaldehyde), C(#N)C1=CC=C(C=O)C=C1 (4-cyanobenzaldehyde), Cl.NO (hydroxylamine hydrochloride). The solvent is N1=CC=CC=C1 (pyridine). Run at time 18 hour. Yields the product C(#N)C1=CC=C(C=NO)C=C1 (4-Cyanobenzaldoxime). Isolated yield 100.0%. RXN SMILES: [C:1]([C:3]1[CH:10]=[CH:9][C:6]([CH:7]=O)=[CH:5][CH:4]=1)#[N:2].Cl.[NH2:12][OH:13]>N1C=CC=CC=1>[C:1]([C:3]1[CH:10]=[CH:9][C:6]([CH:7]=[N:12][OH:13])=[CH:5][CH:4]=1)#[N:2] |f:1.2|. Procedure details: This material was prepared from 4-cyanobenzaldehyde according to Kawase and Kikugawa (J. Chem. Soc., Perkin Trans I 1979, 643). To a solution of 4-cyanobenzaldehyde (1.31 g, 10 mmol) in 1:1EtOH:pyridine (10 mL) was added hydroxylamine hydrochloride (0.70 g, 10 mmol). The resulting solution was stirred at room temperature for 18 h and was concentrated in vacuo to one-half volume. To this solution was added ice water, causing the product to crystallize from solution. Recrystallization from EtOH--w... Starting materials: CC(C)(C)OC(=O)N1CCC(c2ncnc3cc(F)ccc23)CC1, CS(C)=O, CC(C)(C)[O-], Cl, [K+], OC1CNC1, O. Product: CC(C)(C)OC(=O)N1CCC(c2ncnc3cc(OC4CNC4)ccc23)CC1. RXN SMILES: [C:17]([CH3:18])([CH3:19])([CH3:20])[O:21][C:22](=[O:23])[N:24]1[CH2:25][CH2:26][CH:27]([c:30]2[n:31][cH:32][n:33][c:34]3[cH:35][c:36]([F:40])[cH:37][cH:38][c:39]23)[CH2:28][CH2:29]1.[CH3:13][S:14]([CH3:15])=[O:16].[CH3:7][C:8]([CH3:9])([O-:10])[CH3:11].[ClH:1].[K+:12].[NH:2]1[CH2:3][CH:4]([OH:6])[CH2:5]1.[OH2:41]>>[NH:2]1[CH2:3][CH:4]([O:6][c:36]2[cH:35][c:34]3[n:33][cH:32][n:31][c:30]([CH:27]4[CH2:26][CH2:25][N:24]([C:22]([O:21][C:17]([CH3:18])([CH3:19])[CH3:20])=[O:23])[CH2:29][CH2:28]4)[c:39]3[cH:38][cH:37]2)[CH2:5]1. Starting materials: CC(C)S(=O)(=O)Nc1cc(C(O)CN)ccc1O, CCCCS(=O)(=O)Nc1ccc(N2CCC(=O)CC2)cc1. Product: CCCCS(=O)(=O)Nc1ccc(N2CCC(NCC(O)c3ccc(O)c(NS(=O)(=O)C(C)C)c3)CC2)cc1. Reaction SMILES: [NH2:22][CH2:23][CH:24]([OH:25])[c:26]1[cH:27][cH:28][c:29]([OH:39])[c:30]([NH:32][S:33](=[O:34])(=[O:35])[CH:36]([CH3:37])[CH3:38])[cH:31]1.[O:1]=[C:2]1[CH2:3][CH2:4][N:5]([c:8]2[cH:9][cH:10][c:11]([NH:14][S:15](=[O:16])(=[O:17])[CH2:18][CH2:19][CH2:20][CH3:21])[cH:12][cH:13]2)[CH2:6][CH2:7]1>>[CH:2]1([NH:22][CH2:23][CH:24]([OH:25])[c:26]2[cH:27][cH:28][c:29]([OH:39])[c:30]([NH:32][S:33](=[O:34])(=[O:35])[CH:36]([CH3:37])[CH3:38])[cH:31]2)[CH2:3][CH2:4][N:5]([c:8]2[cH:9][cH:10][c:11]([NH:14][S:15](=[O:16])(=[O:17])[CH2:18][CH2:19][CH2:20][CH3:21])[cH:12][cH:13]2)[CH2:6][CH2:7]1. Starting materials: C(C(C)C)OCCl (isobutoxymethyl chloride), C([O-])([O-])=O.[K+].[K+] (potassium carbonate), C(C1=CC=CC=C1)N1C=NC=2N(C(NC(C12)=O)=O)C (7-benzyl-3-methylxanthine), O (water), C(C(C)C)OCCl (isobutoxymethyl chloride). Solvent: CN1C(CCC1)=O (N-methylpyrrolidone). Run at time 1 hour. The product is C(C1=CC=CC=C1)N1C=NC=2N(C(N(C(C12)=O)COCC(C)C)=O)C (7-Benzyl-1-isobutoxymethyl-3-methylxanthine). As a reaction SMILES: C(=O)([O-])[O-].[K+].[K+].[CH2:7]([N:14]1[C:22]2[C:21](=[O:23])[NH:20][C:19](=[O:24])[N:18]([CH3:25])[C:17]=2[N:16]=[CH:15]1)[C:8]1[CH:13]=[CH:12][CH:11]=[CH:10][CH:9]=1.[CH2:26]([O:30][CH2:31]Cl)[CH:27]([CH3:29])[CH3:28].O>CN1CCCC1=O>[CH2:7]([N:14]1[C:22]2[C:21](=[O:23])[N:20]([CH2:31][O:30][CH2:26][CH:27]([CH3:29])[CH3:28])[C:19](=[O:24])[N:18]([CH3:25])[C:17]=2[N:16]=[CH:15]1)[C:8]1[CH:13]=[CH:12][CH:11]=[CH:10][CH:9]=1 |f:0.1.2|. Procedure details: 1.9 g (14.08 mmol) of potassium carbonate were added at 60° C. to a suspension of 2.25 g (8.8 mmol) of 7-benzyl-3-methylxanthine (prepared according to Example 1 a) in 50 ml of N-methylpyrrolidone and the mixture was stirred at this temperature for one hour. 1.4 g (11.44 mmol) of isobutoxymethyl chloride were then added dropwise and the mixture was stirred at 80° C. for 3 hours. A further 0.5 g (4.4 mmol) of isobutoxymethyl chloride was then added and the mixture was stirred again for 2 hours. 5...